describe an organic reaction: reactants, conditions, products, and yield From a dataset of the Open Reaction Database (ORD), a public repository of structured organic reaction records. The reactants are [Ca+2], [Cl-], [Cl-], O=C(O)C(O)C(O)C(O)C(O)C(=O)O. Yields the product [Ca], O=C(O)C(O)C(O)C(O)C(O)C(=O)O. RXN SMILES: [Ca+2:2].[Cl-:1].[Cl-:3].[O:4]=[C:5]([CH:6]([OH:7])[CH:8]([OH:9])[CH:10]([OH:11])[CH:12]([OH:13])[C:14]([OH:15])=[O:16])[OH:17]>>[Ca:2].[O:4]=[C:5]([CH:6]([OH:7])[CH:8]([OH:9])[CH:10]([OH:11])[CH:12]([OH:13])[C:14](=[O:15])[OH:16])[OH:17]. Reported procedure: To a solution of tert-butyl 2-methyl-1-oxo-2,8-diazaspiro[4.5]decane-8-carboxylate (315 mg, 1.174 mmol) in DCM (5 mL) was added TFA (1.718 mL, 22.30 mmol) and the mixture was stirred at room temperature for 2 h. The reaction was concentrated under reduced pressure to obtain crude and purified by SCX cartridge, loading with MeOH, washed with additional MeOH. Product was recovered eluting with 2M NH3 in MeOH. Solvent evaporation gave 2-methyl-2,8-diazaspiro[4.5]decan-1-one (177 mg). The solvent is C(Cl)Cl (DCM). Yield: 89.6%. Conditions: time 2 hour. Reactants: CN1C(C2(CC1)CCN(CC2)C(=O)OC(C)(C)C)=O (tert-butyl 2-methyl-1-oxo-2,8-diazaspiro[4.5]decane-8-carboxylate), C(=O)(C(F)(F)F)O (TFA). RXN SMILES: [CH3:1][N:2]1[CH2:6][CH2:5][C:4]2([CH2:11][CH2:10][N:9](C(OC(C)(C)C)=O)[CH2:8][CH2:7]2)[C:3]1=[O:19].C(O)(C(F)(F)F)=O>C(Cl)Cl>[CH3:1][N:2]1[CH2:6][CH2:5][C:4]2([CH2:11][CH2:10][NH:9][CH2:8][CH2:7]2)[C:3]1=[O:19]. The product is CN1C(C2(CC1)CCNCC2)=O (2-methyl-2,8-diazaspiro[4.5]decan-1-one). The reactants are ClC=1C=C2CCN(C2=C(C1)[N+](=O)[O-])C1=C(C(=O)N)C=CC=C1 (2-(5-chloro-7-nitroindolin-1-yl)benzamide), Pt carbon. Run in CN(C=O)C (dimethylformamide), C(C)O (ethanol). Reaction conditions: time 2 hour. The product is ClC=1C=C2CCN(C2=C(C1)N)C1=C(C(=O)N)C=CC=C1 (2-(5-Chloro-7-aminoindolin-1-yl)benzamide). Yield: 119.3%. Reaction SMILES: [Cl:1][C:2]1[CH:3]=[C:4]2[C:8](=[C:9]([N+:11]([O-])=O)[CH:10]=1)[N:7]([C:14]1[CH:22]=[CH:21][CH:20]=[CH:19][C:15]=1[C:16]([NH2:18])=[O:17])[CH2:6][CH2:5]2>CN(C)C=O.C(O)C>[Cl:1][C:2]1[CH:3]=[C:4]2[C:8](=[C:9]([NH2:11])[CH:10]=1)[N:7]([C:14]1[CH:22]=[CH:21][CH:20]=[CH:19][C:15]=1[C:16]([NH2:18])=[O:17])[CH2:6][CH2:5]2. Reported procedure: To this solution of 2-(5-chloro-7-nitroindolin-1-yl)benzamide of Example 1b (10 gm, 26.5 mmoles) in dimethylformamide (DMF) [100 ml] and ethanol (100 ml) was added 1% Pt/carbon (2.0 gm). The mixture was shaken under hydrogen (59 psi) for 41/2 hours. The mixture was then filtered under nitrogen and concentrated to remove solvent at 55° C. and high vacuum to give a solid (9.1 gm). Recrystallization from chloroform twice afforded 2-(5-chloro-7-aminoindolin-1-yl)benzamide, (4.3 gm, 47.3%), m.p. 199°... Starting materials: FC(S(=O)(=O)OC=1C(=CC(=C2C=CC=NC12)Cl)C(=O)N(C)OC)(F)F (5-chloro-7-{[methoxy(methyl)amino]carbonyl}quinolin-8-yl trifluoromethanesulfonate), COCCN1CCNCC1 (1-(2-methoxyethyl)piperazine), C([O-])([O-])=O.[Cs+].[Cs+] (cesium carbonate). Reagents/catalysts: C(C)(=O)[O-].[Pd+2].C(C)(=O)[O-] (palladium acetate), C1(=CC=CC=C1)P(C1=C(C2=CC=CC=C2C=C1)C1=C(C=CC2=CC=CC=C12)P(C1=CC=CC=C1)C1=CC=CC=C1)C1=CC=CC=C1 (2,2′-bis(diphenylphosphino)-1,1′-binaphthyl). Solvent: O1CCCC1 (tetrahydrofuran), ClCCl (dichloromethane). Conditions: temperature 65 celsius. Product: ClC1=C2C=CC=NC2=C(C(=C1)C(=O)N(C)OC)N1CCN(CC1)CCOC (5-chloro-N-methoxy-8-[4-(2-methoxyethyl)piperazin-1-yl]-N-methylquinoline-7-carboxamide). Yield: 53.3%. As a reaction SMILES: FC(F)(F)S(O[C:7]1[C:8]([C:18]([N:20]([O:22][CH3:23])[CH3:21])=[O:19])=[CH:9][C:10]([Cl:17])=[C:11]2[C:16]=1[N:15]=[CH:14][CH:13]=[CH:12]2)(=O)=O.[CH3:26][O:27][CH2:28][CH2:29][N:30]1[CH2:35][CH2:34][NH:33][CH2:32][CH2:31]1.C(=O)([O-])[O-].[Cs+].[Cs+]>O1CCCC1.ClCCl.C([O-])(=O)C.[Pd+2].C([O-])(=O)C.C1(P(C2C=CC=CC=2)C2C=CC3C(=CC=CC=3)C=2C2C3C(=CC=CC=3)C=CC=2P(C2C=CC=CC=2)C2C=CC=CC=2)C=CC=CC=1>[Cl:17][C:10]1[CH:9]=[C:8]([C:18]([N:20]([O:22][CH3:23])[CH3:21])=[O:19])[C:7]([N:33]2[CH2:34][CH2:35][N:30]([CH2:29][CH2:28][O:27][CH3:26])[CH2:31][CH2:32]2)=[C:16]2[C:11]=1[CH:12]=[CH:13][CH:14]=[N:15]2 |f:2.3.4,7.8.9|. Reported procedure: A stirred mixture of 5-chloro-7-{[methoxy(methyl)amino]carbonyl}quinolin-8-yl trifluoromethanesulfonate (0.120 g, 0.301 mmol), 1-(2-methoxyethyl)piperazine (0.0522 g, 0.362 mmol, from Aldrich), palladium acetate (1 mg, 0.006 mmol), 2,2′-bis(diphenylphosphino)-1,1′-binaphthyl (6 mg, 0.009 mmol), and cesium carbonate (0.14 g, 0.42 mmol) in tetrahydrofuran (3 mL) was heated at 65° C. overnight. The mixture was cooled, diluted with dichloromethane, and filtered. The filtrate was washed with brine, d... Reactants: C(CCC)OC(=O)C=1N=C(C2=CC=CC=C2C1O)Br (1-bromo-4-hydroxy-isoquinoline-3-carboxylic acid butyl ester), C[O-].[Na+] (sodium methoxide), N[C@@H](C)C(=O)O ((L)-Alanine), solution. The solvent is CO (methanol). Run at temperature 160 celsius. The product is BrC1=NC(=C(C2=CC=CC=C12)O)C(=O)N[C@H](C(=O)O)C ((S)-2-{[1-bromo-4-hydroxy-isoquinoline-3-carbonyl]-amino}-propionic acid). Reaction SMILES: C(O[C:6]([C:8]1[N:9]=[C:10]([Br:19])[C:11]2[C:16]([C:17]=1[OH:18])=[CH:15][CH:14]=[CH:13][CH:12]=2)=[O:7])CCC.[NH2:20][C@H:21]([C:23]([OH:25])=[O:24])[CH3:22].C[O-].[Na+]>CO>[Br:19][C:10]1[C:11]2[C:16](=[CH:15][CH:14]=[CH:13][CH:12]=2)[C:17]([OH:18])=[C:8]([C:6]([NH:20][C@@H:21]([CH3:22])[C:23]([OH:25])=[O:24])=[O:7])[N:9]=1 |f:2.3|. Procedure details: 400 mg of 1-bromo-4-hydroxy-isoquinoline-3-carboxylic acid butyl ester and 890 mg of (L)-Alanine was suspended in a 20 ml solution of 0.5 M of sodium methoxide in methanol. The mixture was heated to 160° C. for 12 min using a CEM Discover microwave reactor. The resultant solution was concentrated to ca. 10 ml, and 0.5 N HCl was added until a pH 3 was reached. The solution was extracted three times with ethyl acetate, and the organic fractions dried over sodium sulfate and concentrated to a tan s...